Dataset: the Open Reaction Database (ORD), a public repository of structured organic reaction records. Task: describe an organic reaction: reactants, conditions, products, and yield Reactants: COC1=CC=C(C=C1)C1CN(CCC1=O)C (3-p-methoxyphenyl-1-methyl-4-piperidone), C(C(=O)[O-])(=O)O (hydrogen oxalate), N1C(CCCC1)=O (piperidone), NO (hydroxylamine). Product: COC1=CC=C(C=C1)C1CN(CCC1=NO)C (3-p-methoxyphenyl-1-methyl-4-piperidone oxime). As a reaction SMILES: [CH3:1][O:2][C:3]1[CH:8]=[CH:7][C:6]([CH:9]2[C:14](=O)[CH2:13][CH2:12][N:11]([CH3:16])[CH2:10]2)=[CH:5][CH:4]=1.C(O)(=O)C([O-])=O.N1CCCCC1=O.[NH2:30][OH:31]>>[CH3:1][O:2][C:3]1[CH:8]=[CH:7][C:6]([CH:9]2[C:14](=[N:30][OH:31])[CH2:13][CH2:12][N:11]([CH3:16])[CH2:10]2)=[CH:5][CH:4]=1. Reported procedure: Cis-8-methoxy-2-methyl-6-phenyl-1,2,3,4,4a,10b-hexahydrobenzo[c][1,6]naphthyridine is obtained by addition of 3-amino-2-p-methoxyphenylpropionic acid ethyl ester to acrylic acid ethyl ester, reductive methylation of 2-p-methoxyphenyl-3,3'-iminodipropionic acid diethyl ester (M.P. of the hydrogen oxalate 152°) with formaldehyde to obtain 2-p-methoxymethyl-N-methyl-3,3'-iminodipropionic acid diethyl ester, reaction of the latter compound to obtain 3-carbethoxy-5-(p-methoxyphenyl)-1-methyl-4-piperi... The reactants are 1173]in, N1N=N[C-]=C1.[Na+] (sodium triazolide), CN(C=O)C (N,N-dimethylformamide), CN(C=O)C (N,N-dimethylformamide), COC1=C(C#N)C(=CC=C1)F (2-methoxy-6-fluorobenzonitrile). Conditions: temperature 0 celsius, time 2 hour. Yields the product COC1=C(C#N)C(=CC=C1)N1N=CN=C1 (2-Methoxy-6-(1,2,4-triazol- 1-yl)-benzonitrile). As a reaction SMILES: [CH3:1][O:2][C:3]1[CH:10]=[CH:9][CH:8]=[C:7](F)[C:4]=1[C:5]#[N:6].N1C=[C-:15][N:14]=[N:13]1.[Na+].[CH3:18][N:19](C)C=O>>[CH3:1][O:2][C:3]1[CH:10]=[CH:9][CH:8]=[C:7]([N:14]2[CH:15]=[N:19][CH:18]=[N:13]2)[C:4]=1[C:5]#[N:6] |f:1.2|. Procedure details: A solution of 30.2 g (0.20 mol) of 2-methoxy-6-fluorobenzonitrile [preparation: J. Heterocycl. Chem. 25 (1988), 1173]in 50 ml of N,N-dimethylformamide is added dropwise at 45°-50° C., under nitrogen, to a solution of 0.21 mol of sodium triazolide (prepared from equimolar amounts of triazol and sodium hydride) in 100 ml of N,N-dimethylformamide, and the mixture is stirred for 2 h at 0° C. After the solvent has been evaporated under reduced pressure, the residue is stirred with 200 ml of ice water... The reactants are CCO, COC(=O)C1CC=C(c2c(-c3ccccc3)n(C)c3ccccc23)CC1, [K+], [OH-]. The product is Cn1c(-c2ccccc2)c(C2=CCC(C(=O)O)CC2)c2ccccc21. As a reaction SMILES: [CH3:29][CH2:30][OH:31].[CH3:3][n:4]1[c:5](-[c:23]2[cH:24][cH:25][cH:26][cH:27][cH:28]2)[c:6]([C:13]2=[CH:14][CH2:15][CH:16]([C:19](=[O:20])[O:21][CH3:22])[CH2:17][CH2:18]2)[c:7]2[cH:8][cH:9][cH:10][cH:11][c:12]12.[K+:2].[OH-:1]>>[CH3:3][n:4]1[c:5](-[c:23]2[cH:24][cH:25][cH:26][cH:27][cH:28]2)[c:6]([C:13]2=[CH:14][CH2:15][CH:16]([C:19](=[O:20])[OH:21])[CH2:17][CH2:18]2)[c:7]2[cH:8][cH:9][cH:10][cH:11][c:12]12. Reactants: CC(C)(Br)C(=O)Br, ClCCl, Nc1cccc(Br)c1O, O, c1ccncc1. Product: CC(C)(Br)C(=O)Nc1cccc(Br)c1O. RXN SMILES: [Br:16][C:17]([C:18](=[O:19])[Br:20])([CH3:21])[CH3:22].[Cl:24][CH2:25][Cl:26].[NH2:7][c:8]1[c:9]([OH:15])[c:10]([Br:14])[cH:11][cH:12][cH:13]1.[OH2:23].[cH:1]1[cH:2][cH:3][n:4][cH:5][cH:6]1>>[NH:7]([c:8]1[c:9]([OH:15])[c:10]([Br:14])[cH:11][cH:12][cH:13]1)[C:18]([C:17]([Br:16])([CH3:21])[CH3:22])=[O:19]. Reactants: CCOC(C)=O, Fc1cccc(Cl)c1, [K+], [K+], O=C([O-])[O-], CN(C)C=O, O, c1ccc(-c2cc[nH]n2)nc1. Product: Clc1cccc(-n2ccc(-c3ccccn3)n2)c1. As a reaction SMILES: [CH3:32][CH2:33][O:34][C:35]([CH3:36])=[O:37].[F:12][c:13]1[cH:14][c:15]([Cl:19])[cH:16][cH:17][cH:18]1.[K+:20].[K+:21].[O-:22][C:23]([O-:24])=[O:25].[O:27]=[CH:28][N:29]([CH3:30])[CH3:31].[OH2:26].[nH:1]1[n:2][c:3](-[c:6]2[n:7][cH:8][cH:9][cH:10][cH:11]2)[cH:4][cH:5]1>>[n:1]1(-[c:13]2[cH:14][c:15]([Cl:19])[cH:16][cH:17][cH:18]2)[n:2][c:3](-[c:6]2[n:7][cH:8][cH:9][cH:10][cH:11]2)[cH:4][cH:5]1. The reactants are C(C(CO)(CO)N)O (Trisamine), CC(C(=O)O)CC (2-methylbutanoic acid), CC(C)([O-])C.[K+] (potassium tert-butoxide). Run in C(Cl)Cl (DCM), C(Cl)Cl (DCM). Conditions: time 1.5 hour. Yields the product CC(C(=O)OC(C)(C)C)CC (tert-butyl 2-methylbutanoate). Reaction SMILES: [CH3:1][CH:2]([CH2:6][CH3:7])[C:3]([OH:5])=[O:4].[CH3:8][C:9]([CH3:12])([O-])[CH3:10].[K+].C(O)C(N)(CO)CO>C(Cl)Cl>[CH3:1][CH:2]([CH2:6][CH3:7])[C:3]([O:5][C:9]([CH3:12])([CH3:10])[CH3:8])=[O:4] |f:1.2|. Procedure details: To a stirred solution of 2-methylbutanoic acid (1.029 Ml, 8.29 mmol) in DCM (10 Ml) was added potassium tert-butoxide (20 wt % in THF) (4.66 Ml, 8.29 mmol) dropwise at 0° C. The resulting suspension was allowed to warm to room temperature, and stirred for 1.5 hr. The reaction mixture was diluted with DCM (10 Ml), MP-®Trisamine Resin (3.86 g, 3.22 mMol/g; Argonaut Technologies, Inc.) was added, and the resulting suspension was stirred at room temperature for 1.5 hours. The resin was removed by va...